This data is from the Open Reaction Database (ORD), a public repository of structured organic reaction records. The task is: describe an organic reaction: reactants, conditions, products, and yield The reactants are CCOC(C)=O, Cl, CC(C)(C)[Si](C)(C)OS(=O)(=O)C(F)(F)F, C1CCOC1, O, CCCc1c(Cc2ccc(-c3ccccc3C#N)cc2)c(=O)n(C2CCC3(CC2)OCC(O)CO3)c2ncnn12, Cc1cccc(C)n1. Product: CCCc1c(Cc2ccc(-c3ccccc3C#N)cc2)c(=O)n(C2CCC3(CC2)OCC(O[Si](C)(C)C(C)(C)C)CO3)c2ncnn12. RXN SMILES: [CH3:71][CH2:72][O:73][C:74](=[O:75])[CH3:76].[ClH:64].[F:49][C:50]([F:51])([F:52])[S:53]([O:54][Si:55]([CH3:56])([CH3:57])[C:58]([CH3:59])([CH3:60])[CH3:61])(=[O:62])=[O:63].[O:65]1[CH2:66][CH2:67][CH2:68][CH2:69]1.[OH2:70].[OH:1][CH:2]1[CH2:3][O:4][C:5]2([O:6][CH2:7]1)[CH2:8][CH2:9][CH:10]([n:13]1[c:14]3[n:15]([c:16]([CH2:35][CH2:36][CH3:37])[c:17]([CH2:20][c:21]4[cH:22][cH:23][c:24](-[c:27]5[c:28]([C:33]#[N:34])[cH:29][cH:30][cH:31][cH:32]5)[cH:25][cH:26]4)[c:18]1=[O:19])[n:38][cH:39][n:40]3)[CH2:11][CH2:12]2.[n:41]1[c:42]([CH3:43])[cH:44][cH:45][cH:46][c:47]1[CH3:48]>>[O:1]([CH:2]1[CH2:3][O:4][C:5]2([O:6][CH2:7]1)[CH2:8][CH2:9][CH:10]([n:13]1[c:14]3[n:15]([c:16]([CH2:35][CH2:36][CH3:37])[c:17]([CH2:20][c:21]4[cH:22][cH:23][c:24](-[c:27]5[c:28]([C:33]#[N:34])[cH:29][cH:30][cH:31][cH:32]5)[cH:25][cH:26]4)[c:18]1=[O:19])[n:38][cH:39][n:40]3)[CH2:11][CH2:12]2)[Si:55]([CH3:56])([CH3:57])[C:58]([CH3:59])([CH3:60])[CH3:61]. Starting materials: N(=O)[O-].[Na+] (sodium nitrite), S(N)(=O)(=O)C1=CC2=C(S(C(C(N2)=O)CC(=O)NN)(=O)=O)S1 ((2,3-dihydro-6-sulfamoyl-2,4,4-trioxo-1H-thieno[2,3-b][1,4]thiazin-3-yl)acetic acid hydrazide). Run in O (water), Cl (HCl). Conditions: time 0.5 hour. The product is O=C1NC2=C(S(C1CC(=O)N=[N+]=[N-])(=O)=O)SC(=C2)S(N)(=O)=O ((2,3-dihydro-2,4,4-trioxo-6-sulfamoyl-1H-thieno-[2,3-b][1,4]thiazin-3-yl)acetyl azide). Isolated yield 57.5%. Reaction SMILES: [N:1]([O-])=O.[Na+].[S:5]([C:9]1[S:25][C:12]2[S:13](=[O:24])(=[O:23])[CH:14]([CH2:18][C:19]([NH:21][NH2:22])=[O:20])[C:15](=[O:17])[NH:16][C:11]=2[CH:10]=1)(=[O:8])(=[O:7])[NH2:6]>O.Cl>[O:17]=[C:15]1[CH:14]([CH2:18][C:19]([N:21]=[N+:22]=[N-:1])=[O:20])[S:13](=[O:23])(=[O:24])[C:12]2[S:25][C:9]([S:5](=[O:7])(=[O:8])[NH2:6])=[CH:10][C:11]=2[NH:16]1 |f:0.1|. Procedure details: A solution of sodium nitrite (0.34 g, 5 mmol) in water (10 ml) was added slowly to a cold (0°-5° C. suspension of (2,3-dihydro-6-sulfamoyl-2,4,4-trioxo-1H-thieno[2,3-b][1,4]thiazin-3-yl)acetic acid hydrazide (1.75 g, 5 mmol) in 1N HCl (150 ml). The reaction mixture was stirred for 0.5 hours in the cold and the resulting solid was collected, rinsed with water and air-dried to yield 1.05 g (2,3-dihydro-2,4,4-trioxo-6-sulfamoyl-1H-thieno-[2,3-b][1,4]thiazin-3-yl)acetyl azide. Starting materials: hydrochloride salt, CC1=CC=C(C=C1)S(=O)(=O)OCC1OC2=C(C1)C=C(C=C2C2=C(C=CC=C2C)C)Cl ([5-chloro-7-(2,6-dimethylphenyl)-2,3-dihydro-1-benzofuran-2-yl]methyl 4-methylbenzenesulfonate), C1(CCC1)N (cyclobutylamine). Yields the product ClC=1C=C(C2=C(CC(O2)CNC2CCC2)C1)C1=C(C=CC=C1C)C ((±)-N-{[5-chloro-7-(2,6-dimethylphenyl)-2,3-dihydro-1-benzofuran-2-yl]methyl}cyclobutanamine). As a reaction SMILES: CC1C=CC(S(O[CH2:12][CH:13]2[CH2:17][C:16]3[CH:18]=[C:19]([Cl:30])[CH:20]=[C:21]([C:22]4[C:27]([CH3:28])=[CH:26][CH:25]=[CH:24][C:23]=4[CH3:29])[C:15]=3[O:14]2)(=O)=O)=CC=1.[CH:31]1([NH2:35])[CH2:34][CH2:33][CH2:32]1>>[Cl:30][C:19]1[CH:20]=[C:21]([C:22]2[C:27]([CH3:28])=[CH:26][CH:25]=[CH:24][C:23]=2[CH3:29])[C:15]2[O:14][CH:13]([CH2:12][NH:35][CH:31]3[CH2:34][CH2:33][CH2:32]3)[CH2:17][C:16]=2[CH:18]=1. Procedure details: The title compound was prepared (0.027 g, 21%) following the general procedure of Example 390 as a white solid, hydrochloride salt from (±)-([5-chloro-7-(2,6-dimethylphenyl)-2,3-dihydro-1-benzofuran-2-yl]methyl 4-methylbenzenesulfonate (0.15 g, 0.338 mmol) and cyclobutylamine (0.49 g, 6.77 mmol). mp 203-205° C. Starting materials: NC1=[N+](C=C(N=C1C#N)C1=CC(=CC(=C1)Cl)Cl)[O-] (2-amino-3-cyano-5-(3,5-dichlorophenyl)pyrazine 1-oxide), P(Cl)(Cl)Cl (phosphorus trichloride). The solvent is O1CCCC1 (tetrahydrofuran). Run at time 40 minute. The product is NC1=NC=C(N=C1C#N)C1=CC(=CC(=C1)Cl)Cl (2-amino-3-cyano-5-(3,5-dichlorophenyl)pyrazine). RXN SMILES: [NH2:1][C:2]1[C:7]([C:8]#[N:9])=[N:6][C:5]([C:10]2[CH:15]=[C:14]([Cl:16])[CH:13]=[C:12]([Cl:17])[CH:11]=2)=[CH:4][N+:3]=1[O-].P(Cl)(Cl)Cl>O1CCCC1>[NH2:1][C:2]1[C:7]([C:8]#[N:9])=[N:6][C:5]([C:10]2[CH:15]=[C:14]([Cl:16])[CH:13]=[C:12]([Cl:17])[CH:11]=2)=[CH:4][N:3]=1. Procedure: A stirring solution of 5.5 grams (0.02 mole) of 2-amino-3-cyano-5-(3,5-dichlorophenyl)pyrazine 1-oxide in 200 mL of dry tetrahydrofuran is cooled to 0° C. and 30 mL of phosphorus trichloride is added dropwise during a 5 minute period. Upon completion of addition, the reaction mixture is stirred at ambient temperature for 40 minutes. After this time the reaction mixture is concentrated under reduced pressure to about 50 mL. The 50 mL of concentrate is poured into 1000 mL of ice-water. The resulta... Starting materials: C(C)(C)NC(C)C (diisopropylamine), C(CCC)[Li] (n-butyllithium), C(C(C)C)(=O)O (Isobutyric acid), C(=O)(OCC1=CC=CC=C1)N1CCC(CC1)=O (N-carbobenzyloxy-4-piperidone). Run in C(C)OCC (diethyl ether), O1CCCC1 (tetrahydrofuran), O1CCCC1 (tetrahydrofuran). Reaction conditions: time 5 minute. Product: C(=O)(OCC1=CC=CC=C1)N1CCC(CC1)(O)C(C(=O)O)(C)C (2-(1-carbobenzyloxy-4-hydroxypiperidin-4-yl)-2-methylpropionic acid). Isolated yield 51.4%. Reaction SMILES: C(NC(C)C)(C)C.C([Li])CCC.[C:13]([OH:18])(=[O:17])[CH:14]([CH3:16])[CH3:15].[C:19]([N:29]1[CH2:34][CH2:33][C:32](=[O:35])[CH2:31][CH2:30]1)([O:21][CH2:22][C:23]1[CH:28]=[CH:27][CH:26]=[CH:25][CH:24]=1)=[O:20]>O1CCCC1.C(OCC)C>[C:19]([N:29]1[CH2:30][CH2:31][C:32]([C:14]([CH3:16])([CH3:15])[C:13]([OH:18])=[O:17])([OH:35])[CH2:33][CH2:34]1)([O:21][CH2:22][C:23]1[CH:28]=[CH:27][CH:26]=[CH:25][CH:24]=1)=[O:20]. Reported procedure: To a 100 ml flask maintained under argon are added 2.22 g diisopropylamine and 15 ml tetrahydrofuran. The contents of the flask are cooled to 0° and are maintained at that temperature. A solution of 1.5 M n-butyllithium (14.7 ml) is added and the solution is stirred for five minutes. Isobutyric acid (0.88 g) is added and the mixture is stirred for 15 minutes at 20°. The mixture is cooled to -70° and a solution of 2.33 g of N-carbobenzyloxy-4-piperidone in 5 ml tetrahydrofuran is added at such a ... Starting materials: CC(C)(OC(=O)NOCC(=O)NNC(C1=C(C(=CC(=C1)S(=O)(=O)O)O)O)=O)C (2,3-dihydroxy-5-sulfobenzoic acid, 2-[[[(1,1-dimethylethoxy)carbonyl] aminooxy]acetyl]hydrazide), FC(C(=O)O)(F)F (trifluoroacetic acid). Run in ClCCl (dichloromethane), CCOCC (ether). Conditions: time 2 hour. Yields the product NOCC(=O)NNC(C1=C(C(=CC(=C1)S(=O)(=O)O)O)O)=O (2,3-Dihydroxy-5-sulfobenzoic acid, 2-[(aminooxy)acetyl]hydrazide). Isolated yield 124.5%. Reaction SMILES: CC(C)(OC([NH:7][O:8][CH2:9][C:10]([NH:12][NH:13][C:14](=[O:27])[C:15]1[CH:20]=[C:19]([S:21]([OH:24])(=[O:23])=[O:22])[CH:18]=[C:17]([OH:25])[C:16]=1[OH:26])=[O:11])=O)C.FC(F)(F)C(O)=O>ClCCl.CCOCC>[NH2:7][O:8][CH2:9][C:10]([NH:12][NH:13][C:14](=[O:27])[C:15]1[CH:20]=[C:19]([S:21]([OH:24])(=[O:22])=[O:23])[CH:18]=[C:17]([OH:25])[C:16]=1[OH:26])=[O:11]. Procedure: A suspension of 2,3-dihydroxy-5-sulfobenzoic acid, 2-[[[(1,1-dimethylethoxy)carbonyl] aminooxy]acetyl]hydrazide (1.3 g, 3.0 mmole) in 10 ml of dichloromethane at -10° C. was treated dropwise with 10 ml of trifluoroacetic acid. The mixture was allowed to warm to room temperature and was stirred for 2 hours. The mixture was diluted with 30 ml of ether and filtered to give 1.2 g of a white solid. Starting materials: COC(C1=CC=C(C=C1)CBr)=O (4-(bromomethyl)benzoic acid methyl ester), CC=1NC2=CC=CC=C2C1C=O (2-methylindole-3-carbaldehyde), S1C(NC(C1)=O)=O (thiazolidine-2,4-dione). The product is COC(C1=CC=C(C=C1)CN1C(=C(C2=CC=CC=C12)C=C1C(NC(S1)=O)=O)C)=O (4-[3-(2,4-Dioxothiazolidin-5-ylidenemethyl)-2-methylindol-1-ylmethyl]benzoic acid methyl ester). RXN SMILES: [CH3:1][O:2][C:3](=[O:12])[C:4]1[CH:9]=[CH:8][C:7]([CH2:10]Br)=[CH:6][CH:5]=1.[CH3:13][C:14]1[NH:15][C:16]2[C:21]([C:22]=1[CH:23]=O)=[CH:20][CH:19]=[CH:18][CH:17]=2.[S:25]1[CH2:29][C:28](=[O:30])[NH:27][C:26]1=[O:31]>>[CH3:1][O:2][C:3](=[O:12])[C:4]1[CH:9]=[CH:8][C:7]([CH2:10][N:15]2[C:16]3[C:21](=[CH:20][CH:19]=[CH:18][CH:17]=3)[C:22]([CH:23]=[C:29]3[S:25][C:26](=[O:31])[NH:27][C:28]3=[O:30])=[C:14]2[CH3:13])=[CH:6][CH:5]=1. Procedure: This compound was prepared in analogy with the compound described in example 200 from 4-(bromomethyl)benzoic acid methyl ester and 2-methylindole-3-carbaldehyde, followed by reaction with thiazolidine-2,4-dione. The reactants are O=C(OCC(O)CO)c1ccccc1, ClCCl, [Mg+2], O=S(=O)([O-])[O-], O. Yields the product O=CCOC(=O)c1ccccc1. As a reaction SMILES: [C:1]([c:2]1[cH:3][cH:4][cH:5][cH:6][cH:7]1)(=[O:8])[O:9][CH2:10][CH:11]([OH:12])[CH2:13][OH:14].[Cl:15][CH2:16][Cl:17].[Mg+2:18].[O-:19][S:20]([O-:21])(=[O:22])=[O:23].[OH2:24]>>[C:1]([c:2]1[cH:3][cH:4][cH:5][cH:6][cH:7]1)(=[O:8])[O:9][CH2:10][CH:11]=[O:12].